From a dataset of the Open Reaction Database (ORD), a public repository of structured organic reaction records. describe an organic reaction: reactants, conditions, products, and yield Starting materials: C(CCC)C=1C=C(C=C(C1)Cl)OC=1C(=C(C=CC1Cl)CNC(=O)C1=C(N=CN1COCC[Si](C)(C)C)Cl)F (N-({3-[(3-butyl-5-chlorophenyl)oxy]-4-chloro-2-fluorophenyl}methyl)-4-chloro-1-({[2-(trimethylsilyl)ethyl]oxy}methyl)-1H-imidazole-5-carboxamide), C(=O)(C(F)(F)F)O (TFA), C([O-])(O)=O.[Na+] (sodium bicarbonate). Solvent: CCOC(=O)C (EtOAc), C(Cl)Cl (DCM). Conditions: time 2 hour. Yields the product C(CCC)C=1C=C(C=C(C1)Cl)OC=1C(=C(C=CC1Cl)CNC(=O)C1=C(N=CN1)Cl)F (N-({3-[(3-butyl-5-chlorophenyl)oxy]-4-chloro-2-fluorophenyl}methyl)-4-chloro-1H-imidazole-5-carboxamide). The yield is 81.3%. Reaction SMILES: [CH2:1]([C:5]1[CH:6]=[C:7]([O:12][C:13]2[C:14]([F:38])=[C:15]([CH2:20][NH:21][C:22]([C:24]3[N:28](COCC[Si](C)(C)C)[CH:27]=[N:26][C:25]=3[Cl:37])=[O:23])[CH:16]=[CH:17][C:18]=2[Cl:19])[CH:8]=[C:9]([Cl:11])[CH:10]=1)[CH2:2][CH2:3][CH3:4].C(O)(C(F)(F)F)=O.C(=O)(O)[O-].[Na+]>C(Cl)Cl.CCOC(C)=O>[CH2:1]([C:5]1[CH:6]=[C:7]([O:12][C:13]2[C:14]([F:38])=[C:15]([CH2:20][NH:21][C:22]([C:24]3[NH:28][CH:27]=[N:26][C:25]=3[Cl:37])=[O:23])[CH:16]=[CH:17][C:18]=2[Cl:19])[CH:8]=[C:9]([Cl:11])[CH:10]=1)[CH2:2][CH2:3][CH3:4] |f:2.3|. Procedure details: To a solution of N-({3-[(3-butyl-5-chlorophenyl)oxy]-4-chloro-2-fluorophenyl}methyl)-4-chloro-1-({[2-(trimethylsilyl)ethyl]oxy}methyl)-1H-imidazole-5-carboxamide (148 mg, 0.246 mmol) in DCM (5 ml) was added TFA (3.0 ml) and the reaction mixture was stirred at rt for 2 hours. The reaction mixture was neutralized with saturated sodium bicarbonate, diluted with EtOAc, and the organic layer was separated. The solvent was evaporated and the crude material was purified via silica gel chromatography to... Starting materials: NC=1C(NC2=CC=C(C=C2C1C1=CC=CC=C1)Cl)=O (3-amino-6-chloro-4-phenyl-2(1H)-quinolone), FC1=C(C=CC(=C1)F)N=C=O (2,4-difluorophenylisocyanate). The solvent is O1CCCC1 (tetrahydrofuran). Run at time 8 hour. Product: ClC=1C=C2C(=C(C(NC2=CC1)=O)NC(=O)NC1=C(C=C(C=C1)F)F)C1=CC=CC=C1 (N-(6-chloro-1,2-dihydro-2-oxo-4-phenyl-3-quinolyl)-N'-(2,4-difluorophenyl)urea). The yield is 73.4%. Reaction SMILES: [NH2:1][C:2]1[C:3](=[O:19])[NH:4][C:5]2[C:10]([C:11]=1[C:12]1[CH:17]=[CH:16][CH:15]=[CH:14][CH:13]=1)=[CH:9][C:8]([Cl:18])=[CH:7][CH:6]=2.[F:20][C:21]1[CH:26]=[C:25]([F:27])[CH:24]=[CH:23][C:22]=1[N:28]=[C:29]=[O:30]>O1CCCC1>[Cl:18][C:8]1[CH:9]=[C:10]2[C:5](=[CH:6][CH:7]=1)[NH:4][C:3](=[O:19])[C:2]([NH:1][C:29]([NH:28][C:22]1[CH:23]=[CH:24][C:25]([F:27])=[CH:26][C:21]=1[F:20])=[O:30])=[C:11]2[C:12]1[CH:17]=[CH:16][CH:15]=[CH:14][CH:13]=1. Procedure: A mixture of 3-amino-6-chloro-4-phenyl-2(1H)-quinolone (160 mg), 2,4-difluorophenylisocyanate (0.09 ml) and anhydrous tetrahydrofuran (2 ml) was allowed to stand overnight at room temperature. The precipitated crystals were collected and recrystallized from dimethylformamide containing water to give colorless needles of N-(6-chloro-1,2-dihydro-2-oxo-4-phenyl-3-quinolyl)-N'-(2,4-difluorophenyl)urea (185 mg, 73.4%). mp 222°-224° C.